This data is from the Open Reaction Database (ORD), a public repository of structured organic reaction records. The task is: describe an organic reaction: reactants, conditions, products, and yield Reaction SMILES: [Br:21][c:22]1[cH:23][c:24]([NH2:25])[cH:26][cH:27][cH:28]1.[CH3:11][C:12]1([CH3:20])[O:13][C:14](=[O:19])[CH2:15][C:16](=[O:18])[O:17]1.[CH3:29][CH2:30][OH:31].[CH:1]([O:2][CH2:3][CH3:4])([O:5][CH2:6][CH3:7])[O:8][CH2:9][CH3:10]>>[CH:1]([CH:15]1[C:14](=[O:19])[O:13][C:12]([CH3:11])([CH3:20])[O:17][C:16]1=[O:18])=[N:25][c:24]1[cH:23][c:22]([Br:21])[cH:28][cH:27][cH:26]1. Product: CC1(C)OC(=O)C(C=Nc2cccc(Br)c2)C(=O)O1. The reactants are Nc1cccc(Br)c1, CC1(C)OC(=O)CC(=O)O1, CCO, CCOC(OCC)OCC.